Dataset: the Open Reaction Database (ORD), a public repository of structured organic reaction records. Task: describe an organic reaction: reactants, conditions, products, and yield Reactants: ClC=1C=C(C=CC1OC)CCC1(CC(CC(O1)=O)=O)C1CCCC1 (6-[2-(3-chloro-4-methoxyphenyl)ethyl]-6-cyclopentyldihydro-2H-pyran-2,4(3H)-dione), ClCC1=NC2=C(N1C)C=CC=C2 (2-(chloromethyl)-1-methyl-1H-benzimidazole), C([O-])([O-])=O.[Na+].[Na+] (Sodium carbonate). Run in COC(C(OC)O)O (dimethoxy ethylene glycol), O (water). Conditions: temperature 80 celsius, time 5 hour. Product: ClC=1C=C(C=CC1OC)CCC1(CC(C(C(O1)=O)CC1=NC2=C(N1C)C=CC=C2)=O)C2CCCC2 (6-[2-(3-chloro-4-methoxyphenyl)ethyl]-6-cyclopentyl-3-[(1-methyl-1H-benzimidazol-2-yl)methyl]dihydro-2H-pyran-2,4(3H)-dione). The yield is 7.5%. RXN SMILES: [Cl:1][C:2]1[CH:3]=[C:4]([CH2:10][CH2:11][C:12]2([CH:20]3[CH2:24][CH2:23][CH2:22][CH2:21]3)[O:17][C:16](=[O:18])[CH2:15][C:14](=[O:19])[CH2:13]2)[CH:5]=[CH:6][C:7]=1[O:8][CH3:9].C(=O)([O-])[O-].[Na+].[Na+].Cl[CH2:32][C:33]1[N:37]([CH3:38])[C:36]2[CH:39]=[CH:40][CH:41]=[CH:42][C:35]=2[N:34]=1>COC(O)C(O)OC.O>[Cl:1][C:2]1[CH:3]=[C:4]([CH2:10][CH2:11][C:12]2([CH:20]3[CH2:24][CH2:23][CH2:22][CH2:21]3)[O:17][C:16](=[O:18])[CH:15]([CH2:32][C:33]3[N:37]([CH3:38])[C:36]4[CH:39]=[CH:40][CH:41]=[CH:42][C:35]=4[N:34]=3)[C:14](=[O:19])[CH2:13]2)[CH:5]=[CH:6][C:7]=1[O:8][CH3:9] |f:1.2.3|. Reported procedure: 6-[2-(3-chloro-4-methoxyphenyl)ethyl]-6-cyclopentyldihydro-2H-pyran-2,4(3H)-dione (127 mg, 0.362 mmol) was dissolved in a mixture of dimethoxy ethylene glycol (1.8 ml) and water (1.8 ml). The solution was heated to 80° C. Sodium carbonate (42.2 mg, 0.398 mmol) was then added to the mixture followed by 2-(chloromethyl)-1-methyl-1H-benzimidazole (42.2 mg, 0.398 mmol). The reaction mixture was stirred at 80° C. for 5 hrs, after which time the mixture was acidified to pH 5 and the product was extrac...